From a dataset of the Open Reaction Database (ORD), a public repository of structured organic reaction records. describe an organic reaction: reactants, conditions, products, and yield Reactants: C(C1=CC=CC=C1)OCCCOC1=CC=C(C=C1)C1C(CN(CC1)C(=O)OC(C)(C)C)O (tert-butyl (3RS,4RS)-4-[4-(3-benzyloxy-propoxy)-phenyl]-3-hydroxy-piperidine-1-carboxylate), Example 86 ( n ), Br.BrCC1=CC=C2C=CC=NC2=C1 (7-bromomethyl-quinoline hydrobromide). Product: C(C1=CC=CC=C1)OCCCOC1=CC=C(C=C1)C1C(CN(CC1)C(=O)OC(C)(C)C)OCC1=CC=C2C=CC=NC2=C1 (tert-butyl (3RS,4RS)-4-[4-(3-benzyloxy-propoxy)-phenyl]-3-(quinolin-7-ylmethoxy)-piperidine-1-carboxylate). Reaction SMILES: [CH2:1]([O:8][CH2:9][CH2:10][CH2:11][O:12][C:13]1[CH:18]=[CH:17][C:16]([CH:19]2[CH2:24][CH2:23][N:22]([C:25]([O:27][C:28]([CH3:31])([CH3:30])[CH3:29])=[O:26])[CH2:21][CH:20]2[OH:32])=[CH:15][CH:14]=1)[C:2]1[CH:7]=[CH:6][CH:5]=[CH:4][CH:3]=1.Br.Br[CH2:35][C:36]1[CH:45]=[C:44]2[C:39]([CH:40]=[CH:41][CH:42]=[N:43]2)=[CH:38][CH:37]=1>>[CH2:1]([O:8][CH2:9][CH2:10][CH2:11][O:12][C:13]1[CH:18]=[CH:17][C:16]([CH:19]2[CH2:24][CH2:23][N:22]([C:25]([O:27][C:28]([CH3:29])([CH3:31])[CH3:30])=[O:26])[CH2:21][CH:20]2[O:32][CH2:35][C:36]2[CH:45]=[C:44]3[C:39]([CH:40]=[CH:41][CH:42]=[N:43]3)=[CH:38][CH:37]=2)=[CH:15][CH:14]=1)[C:2]1[CH:3]=[CH:4][CH:5]=[CH:6][CH:7]=1 |f:1.2|. Procedure: By alkylating tert-butyl (3RS,4RS)-4-[4-(3-benzyloxy-propoxy)-phenyl]-3-hydroxy-piperidine-1-carboxylate [Example 86 (n)] with 7-bromomethyl-quinoline hydrobromide [J.Am.Chem.Soc. 77, 1054(1955)] analogously to Example 1 (g) there was obtained tert-butyl (3RS,4RS)-4-[4-(3-benzyloxy-propoxy)-phenyl]-3-(quinolin-7-ylmethoxy)-piperidine-1-carboxylate as a colourless oil; MS: 583 (M+H)+. Reactants: P(=O)(Cl)(Cl)Cl (phosphorus oxychloride), ClC=1C=CC(=NC1)CNC=O (N-((5-chloropyridin-2-yl)methyl)formamide), [OH-].[NH4+] (ammonium hydroxide). Solvent: ClCCl (dichloromethane), C1(=CC=CC=C1)C (toluene). Conditions: temperature 100 celsius. Product: ClC=1C=CC=2N(C1)C=NC2 (6-chloroimidazo[1,5-a]pyridine). Yield: 62.9%. RXN SMILES: [Cl:1][C:2]1[CH:3]=[CH:4][C:5]([CH2:8][NH:9][CH:10]=O)=[N:6][CH:7]=1.P(Cl)(Cl)(Cl)=O.[OH-].[NH4+]>C1(C)C=CC=CC=1.ClCCl>[Cl:1][C:2]1[CH:3]=[CH:4][C:5]2[N:6]([CH:10]=[N:9][CH:8]=2)[CH:7]=1 |f:2.3|. Reported procedure: To a mixture of N-((5-chloropyridin-2-yl)methyl)formamide (740 mg, 4.34 mmol) in toluene (18.4 mL) was added phosphorus oxychloride (1.21 g, 736 μL, 7.89 mmol) and the mixture heated at to 100° C. After 16 h ice was added to the reaction mixture followed by the slow addition of 25% aqueous ammonium hydroxide until pH˜9 was reached. The mixture was diluted with dichloromethane and extracted into dichloromethane (2×). The organic layers were washed with water and brine, dried (MgSO4) and filtered....